Dataset: the Open Reaction Database (ORD), a public repository of structured organic reaction records. Task: describe an organic reaction: reactants, conditions, products, and yield Starting materials: Cl.ClCCOC1=C(C=C2C(=NC=NC2=C1)NC1=CC(=CC=C1)C#C)OCCOC ([7-(2-Chloro-ethoxy)-6-(2-methoxy-ethoxy)-quinazolin-4-yl]-(3-ethynyl-phenyl)-amine Hydrochloride), C(C)(=O)[O-].[Cs+] (cesium acetate). Run in CN(C)C=O (DMF). Product: C(C)(=O)OCCOC1=C(C=C2C(=NC=NC2=C1)NC1=CC(=CC=C1)C#C)OCCOC (7-(2-Acetoxy-ethoxy)-4-(3-ethynyl-phenylamino)-6-(2-methoxy-ethoxy)-quinazoline). The yield is 185.7%. RXN SMILES: Cl.Cl[CH2:3][CH2:4][O:5][C:6]1[CH:15]=[C:14]2[C:9]([C:10]([NH:16][C:17]3[CH:22]=[CH:21][CH:20]=[C:19]([C:23]#[CH:24])[CH:18]=3)=[N:11][CH:12]=[N:13]2)=[CH:8][C:7]=1[O:25][CH2:26][CH2:27][O:28][CH3:29].[C:30]([O-:33])(=[O:32])[CH3:31].[Cs+]>CN(C=O)C>[C:30]([O:33][CH2:3][CH2:4][O:5][C:6]1[CH:15]=[C:14]2[C:9]([C:10]([NH:16][C:17]3[CH:22]=[CH:21][CH:20]=[C:19]([C:23]#[CH:24])[CH:18]=3)=[N:11][CH:12]=[N:13]2)=[CH:8][C:7]=1[O:25][CH2:26][CH2:27][O:28][CH3:29])(=[O:32])[CH3:31] |f:0.1,2.3|. Procedure: The title product of Example 34 (160 mg, 0.368 mmol); was treated with cesium acetate (707 mg, 3.68 mmol) in DMF (3 mL) at 120° C. under an atmosphere of N2 for 16 hours. The reaction mixture was partitioned between brine and CHCl3, and the organic extract was washed with brine, dried over Na2SO4, filtered and concentrated in vacuo to afford a residue (288 mg) which was recrystallized from ethyl acetate/hexanes. (134 mg; M.P.134°-135° C.; LC-MS: 422 (MH+); anal. RP18-HPLC RT: 4.43 min.).